From a dataset of the Open Reaction Database (ORD), a public repository of structured organic reaction records. describe an organic reaction: reactants, conditions, products, and yield The reactants are C(CCCCCCCCC)(=O)OC1=CC=C(C(=O)O)C=C1 (4-n-decanoyloxybenzoic acid), C(CCCCCCCCC)(=O)OC1=CC=C(C(=O)O)C=C1 (4-n-decanoyloxybenzoic acid), OC1=CC=C(C(=O)OC(C(F)(F)F)CCCCCCCC)C=C1 (1,1,1-trifluoro-2-decyl 4-hydroxybenzoate). Solvent: O1CCCC1 (tetrahydrofuran). The product is C(CCCCCCCCC)(=O)OC1=CC=C(C(=O)OC2=CC=C(C=C2)C(=O)OC(C(F)(F)F)CCCCCCCC)C=C1 (4-(1,1,1-trifluoro-2-decyloxycarbonyl)phenyl 4-n-decanoyloxybenzoate). Reaction SMILES: [C:1]([O:12][C:13]1[CH:21]=[CH:20][C:16]([C:17]([OH:19])=[O:18])=[CH:15][CH:14]=1)(=[O:11])[CH2:2][CH2:3][CH2:4][CH2:5][CH2:6][CH2:7][CH2:8][CH2:9][CH3:10].O[C:23]1[CH:44]=[CH:43][C:26]([C:27]([O:29][CH:30]([CH2:35][CH2:36][CH2:37][CH2:38][CH2:39][CH2:40][CH2:41][CH3:42])[C:31]([F:34])([F:33])[F:32])=[O:28])=[CH:25][CH:24]=1>O1CCCC1>[C:1]([O:12][C:13]1[CH:21]=[CH:20][C:16]([C:17]([O:19][C:23]2[CH:24]=[CH:25][C:26]([C:27]([O:29][CH:30]([CH2:35][CH2:36][CH2:37][CH2:38][CH2:39][CH2:40][CH2:41][CH3:42])[C:31]([F:32])([F:33])[F:34])=[O:28])=[CH:43][CH:44]=2)=[O:18])=[CH:15][CH:14]=1)(=[O:11])[CH2:2][CH2:3][CH2:4][CH2:5][CH2:6][CH2:7][CH2:8][CH2:9][CH3:10]. Procedure: To a solution of the 4-n-decanoyloxybenzoic acid (0.4 g) obtained in (3) and the 1,1,1-trifluoro-2-decyl 4-hydroxybenzoate (0.4 g) obtained in (2) in tetrahydrofuran (about 30 ml) were added dicyclohexylcarbodiimide (0.32 g) and dimethylaminopyridine (0.01 g). The mixture was stirred at room temperature for about 20 hours and was distilled to remove the solvent. The residue was dissolved in dichloromethane and washed with water. The organic layer was dried over anhydrous magnesium sulfate and wa... Starting materials: CI (Methyl iodide), C(O)([O-])=O.[K+] (potassium hydrogencarbonate), O=C1C=2SC=CC2COC2=C1C=C(C=C2)SCC(=O)O ((4-oxo-4,10-dihydro-9-oxa-3-thiabenzo[f]azulen-6-ylsulfanyl)acetic acid). The solvent is CN(C)C=O (DMF). Conditions: time 8 hour. The product is O=C1C=2SC=CC2COC2=C1C=C(C=C2)SCC(=O)OC (Methyl (4-oxo-4,10-dihydro-9-oxa-3-thiabenzo[f]azulen-6-ylsulfanyl)acetate). The yield is 88.1%. Reaction SMILES: CI.[C:3](=O)([O-])O.[K+].[O:8]=[C:9]1[C:18]2[CH:19]=[C:20]([S:23][CH2:24][C:25]([OH:27])=[O:26])[CH:21]=[CH:22][C:17]=2[O:16][CH2:15][C:14]2[CH:13]=[CH:12][S:11][C:10]1=2>CN(C=O)C>[O:8]=[C:9]1[C:18]2[CH:19]=[C:20]([S:23][CH2:24][C:25]([O:27][CH3:3])=[O:26])[CH:21]=[CH:22][C:17]=2[O:16][CH2:15][C:14]2[CH:13]=[CH:12][S:11][C:10]1=2 |f:1.2|. Procedure: Methyl iodide (6.5 mL, 104 mmol) and potassium hydrogencarbonate (17.0 g, 170 mmol) were added to a DMF (200 mL) solution of the compound obtained in Example 21 (26.1 g, 85 mmol), and the mixture was stirred at room temperature overnight. The solvents were distilled off under a reduced pressure, water was added to the residue, and the product was extracted with ethyl acetate. The organic layer was washed with a saturated sodium chloride solution and then dried over anhydrous sodium sulfate, and ... The reactants are CCOC(=O)c1cnc(C)nc1-c1ccccc1Br, CCO, O. The product is Cc1ncc(C(=O)O)c(-c2ccccc2Br)n1. RXN SMILES: [CH2:1]([CH3:2])[O:3][C:4](=[O:5])[c:6]1[c:7](-[c:13]2[c:14]([Br:19])[cH:15][cH:16][cH:17][cH:18]2)[n:8][c:9]([CH3:12])[n:10][cH:11]1.[CH3:20][CH2:21][OH:22].[OH2:23]>>[O:3]=[C:4]([OH:5])[c:6]1[c:7](-[c:13]2[c:14]([Br:19])[cH:15][cH:16][cH:17][cH:18]2)[n:8][c:9]([CH3:12])[n:10][cH:11]1. The reactants are CCOC(C)=O, CCO, O=c1ccc([N+](=O)[O-])cn1-c1ccccc1. Product: Nc1ccc(=O)n(-c2ccccc2)c1. As a reaction SMILES: [CH3:17][CH2:18][O:19][C:20](=[O:21])[CH3:22].[CH3:23][CH2:24][OH:25].[N+:1]([O-:2])(=[O:3])[c:4]1[cH:5][cH:6][c:7](=[O:16])[n:8](-[c:10]2[cH:11][cH:12][cH:13][cH:14][cH:15]2)[cH:9]1>>[NH2:1][c:4]1[cH:5][cH:6][c:7](=[O:16])[n:8](-[c:10]2[cH:11][cH:12][cH:13][cH:14][cH:15]2)[cH:9]1. Reactants: C1(CC1)N1C=C(C(C=2C=C3C(=NC12)C(=C(C(=C3)F)F)F)=O)C(=O)OCC (1-cyclopropyl-3-ethoxycarbonyl-7,8,9-trifluoro-4-oxo-1,4-dihydrobenzo[b][1,8]naphthyridine), N1CCNCC1 (piperazine). The product is C1(CC1)N1C=C(C(C=2C=C3C(=NC12)C(=C(C(=C3)F)N3CCNCC3)F)=O)C(=O)OCC (1-cyclopropyl-3-ethoxycarbonyl-7,9-difluoro-4-oxo-8-(1-piperazinyl)-1,4-dihydro-benzo[b][1,8]naphthyridine). Isolated yield 56.4%. As a reaction SMILES: [CH:1]1([N:4]2[C:13]3[N:12]=[C:11]4[C:14]([F:20])=[C:15](F)[C:16]([F:18])=[CH:17][C:10]4=[CH:9][C:8]=3[C:7](=[O:21])[C:6]([C:22]([O:24][CH2:25][CH3:26])=[O:23])=[CH:5]2)[CH2:3][CH2:2]1.[NH:27]1[CH2:32][CH2:31][NH:30][CH2:29][CH2:28]1>>[CH:1]1([N:4]2[C:13]3[N:12]=[C:11]4[C:14]([F:20])=[C:15]([N:27]5[CH2:32][CH2:31][NH:30][CH2:29][CH2:28]5)[C:16]([F:18])=[CH:17][C:10]4=[CH:9][C:8]=3[C:7](=[O:21])[C:6]([C:22]([O:24][CH2:25][CH3:26])=[O:23])=[CH:5]2)[CH2:3][CH2:2]1. Procedure details: The 1-cyclopropyl-3-ethoxycarbonyl-7,9-difluoro-4-oxo-8-(1-piperazinyl)-1,4-dihydro-benzo[b][1,8]naphthyridine was prepared under the conditions of Example 35 but starting from 1.5 g of 1-cyclopropyl-3-ethoxycarbonyl-7,8,9-trifluoro-4-oxo-1,4-dihydrobenzo[b][1,8]naphthyridine and 2.7 g of piperazine. After recrystallizing once from 40 cm3 of propan-2-ol, 1 g of 1-cyclopropyl-3-ethoxycarbonyl-7,9-difluoro-4-oxo-8-(1-piperazinyl)-1,4-dihydro-benzo[b][1,8]naphthyridine is obtained in the form of a ... Reactants: CS(=O)(=O)N (methanesulfonamide), S(=O)(Cl)Cl (thionyl chloride), [H-].[Na+] (sodium hydride), C(CCCCCCCCCCCCCCC)NC1=CC=C(C(=O)O)C=C1 (p-hexadecylaminobenzoic acid). Solvent: C(OC)COC (dimethoxyethane), O (water), CC(=O)N(C)C (dimethylacetamide), CC(=O)N(C)C (dimethylacetamide), C(Cl)Cl (methylene chloride). Yields the product C(CCCCCCCCCCCCCCC)NC1=CC=C(C(=O)NS(=O)(=O)C)C=C1 (p-Hexadecylamino-N-(methylsulfonyl)benzamide). Reaction SMILES: [CH3:1][S:2]([NH2:5])(=[O:4])=[O:3].[H-].[Na+].[CH2:8]([NH:24][C:25]1[CH:33]=[CH:32][C:28]([C:29](O)=[O:30])=[CH:27][CH:26]=1)[CH2:9][CH2:10][CH2:11][CH2:12][CH2:13][CH2:14][CH2:15][CH2:16][CH2:17][CH2:18][CH2:19][CH2:20][CH2:21][CH2:22][CH3:23].S(Cl)(Cl)=O>C(COC)OC.C(Cl)Cl.CC(N(C)C)=O.O>[CH2:8]([NH:24][C:25]1[CH:26]=[CH:27][C:28]([C:29]([NH:5][S:2]([CH3:1])(=[O:4])=[O:3])=[O:30])=[CH:32][CH:33]=1)[CH2:9][CH2:10][CH2:11][CH2:12][CH2:13][CH2:14][CH2:15][CH2:16][CH2:17][CH2:18][CH2:19][CH2:20][CH2:21][CH2:22][CH3:23] |f:1.2|. Reported procedure: A solution of 19.0 g. of methanesulfonamide in 150 ml. of dry dimethylacetamide is added dropwise over 15 minutes to a stirred and cooled (water bath) suspension of 5.5 g. of sodium hydride in 100 ml. of dry dimethylacetamide. The mixture is then stirred and heated at 60°-80° C. for 2 hours. In the meantime, a mixture of 36.2 g. of p-hexadecylaminobenzoic acid in 1200 ml. of methylene chloride, 300 ml. of dimethoxyethane, and 40 ml. of thionyl chloride is refluxed for 1 hour and 15 minutes. The ... Reactants: C(CCCCC)C=1N2CCCC2=C(C1)C1=CC=CC=C1 (5-(n-HEXYL)-7-PHENYL-2,3-DIHYDRO-1H-PYRROLIZINE), C1(CCCC(=O)O1)=O (glutaric acid anhydride), 5-(diphenyl-2,3-dihydro-1H-pyrrolizinyl)-5-oxovaleric-acids. The solvent is C(Cl)Cl (CH2Cl2). The product is C(CCCCC)C=1N2CCCC2=C(C1C(CCCC(=O)O)=O)C1=CC=CC=C1 (5-(5-(n-HEXYL)-7-PHENYL-2,3-DIHYDRO-1H-PYRROLIZINE-6YL)-5-OXOVALERIC ACID). As a reaction SMILES: [CH2:1]([C:7]1[N:8]2[C:12](=[C:13]([C:15]3[CH:20]=[CH:19][CH:18]=[CH:17][CH:16]=3)[CH:14]=1)[CH2:11][CH2:10][CH2:9]2)[CH2:2][CH2:3][CH2:4][CH2:5][CH3:6].[C:21]1(=[O:28])[O:27][C:25](=[O:26])[CH2:24][CH2:23][CH2:22]1>C(Cl)Cl>[CH2:1]([C:7]1[N:8]2[C:12](=[C:13]([C:15]3[CH:20]=[CH:19][CH:18]=[CH:17][CH:16]=3)[C:14]=1[C:21](=[O:28])[CH2:22][CH2:23][CH2:24][C:25]([OH:27])=[O:26])[CH2:11][CH2:10][CH2:9]2)[CH2:2][CH2:3][CH2:4][CH2:5][CH3:6]. Reported procedure: 5 mmoles of 5-(n-hexyl)-7-phenyl-2,3-dihydro-1H-pyrrolizine 69 are reacted in 20 ml of CH2Cl2 with 5 mmoles (0.5 g) of glutaric acid anhydride and 11 mmoles (1.47 g) of AlCL3 similarly to the procedure for preparing the 5-(diphenyl-2,3-dihydro-1H-pyrrolizinyl)-5-oxovaleric-acids. The product is purified by column chromatography (silica gel, 1st n-hexane/ether 1+1, 2nd ether). After the eluates are concentrated, 71 remains as an oil. The reactants are C(Cl)(Cl)Cl (chloroform), ClC1=C(C=CC(=C1)Cl)C1SCC(=C1O)C(=O)C (2-(2,4-dichlorophenyl)-3-hydroxy-4-methylcarbonyl-2,5-dihydrothiophene), C(Cl)(Cl)Cl (chloroform), S(=O)(=O)(Cl)Cl (sulfuryl chloride). The solvent is O (water). Run at temperature -25 celsius, time 40 minute. The product is ClC1=C(C=CC(=C1)Cl)C=1SC=C(C1O)C(=O)C (2-(2,4-Dichlorophenyl)-3-hydroxy-4-methylcarbonyl thiophene). The yield is 101.1%. RXN SMILES: C(Cl)(Cl)Cl.[Cl:5][C:6]1[CH:11]=[C:10]([Cl:12])[CH:9]=[CH:8][C:7]=1[CH:13]1[C:17]([OH:18])=[C:16]([C:19]([CH3:21])=[O:20])[CH2:15][S:14]1.S(Cl)(Cl)(=O)=O>O>[Cl:5][C:6]1[CH:11]=[C:10]([Cl:12])[CH:9]=[CH:8][C:7]=1[C:13]1[S:14][CH:15]=[C:16]([C:19]([CH3:21])=[O:20])[C:17]=1[OH:18]. Procedure details: A chloroform (3 mL) solution of 2-(2,4-dichlorophenyl)-3-hydroxy-4-methylcarbonyl-2,5-dihydrothiophene (0.3 g, 0.93 mmol, purity: 90%) was cooled to −36° C., and to this solution, a chloroform (5 mL) solution of sulfuryl chloride (0.082 mL, 1.2 equivalent amounts) was dropwise added over a period of 10 minutes, followed by stirring at −25° C. for 40 minutes. The temperature of the solution was raised to 5° C., and water (0.6 mL) was dropwise added, followed by liquid separation. The obtained chl... The reactants are O=C(Cl)C(=O)Cl, O=C(O)CC1CCCC1, ClCCl, CN(C)C=O. The product is O=C(Cl)CC1CCCC1. Reaction SMILES: [C:15]([Cl:16])(=[O:17])[C:19]([Cl:18])=[O:20].[CH:1]1([CH2:6][C:7](=[O:8])[OH:9])[CH2:2][CH2:3][CH2:4][CH2:5]1.[Cl:21][CH2:22][Cl:23].[O:10]=[CH:11][N:12]([CH3:13])[CH3:14]>>[CH:1]1([CH2:6][C:7](=[O:9])[Cl:18])[CH2:2][CH2:3][CH2:4][CH2:5]1. Reactants: C(C1=CC=CC=C1)C1=CC=C(S1)C1=NC(=NC=C1)Cl (4-(5-benzylthiophen-2-yl)-2-chloropyrimidine), NCCN1C(NC(C1(C)C)=O)=O (1-(2-aminoethyl)-5,5-dimethylimidazolidine-2,4-dione), CO (MeOH), C(C)(C)N(C(C)C)CC (N,N-diisopropylethylamine). The solvent is CC(C)O (iPrOH). Conditions: temperature 170 celsius, time 2 hour. Product: C(C1=CC=CC=C1)C1=CC=C(S1)C1=NC(=NC=C1)NCCN1C(NC(C1(C)C)=O)=O (1-{2-[4-(5-Benzyl-thiophen-2-yl)-pyrimidin-2-ylamino]-ethyl}-5,5-dimethyl-imidazolidine-2,4-dione). Reaction SMILES: [NH2:1][CH2:2][CH2:3][N:4]1[C:8]([CH3:10])([CH3:9])[C:7](=[O:11])[NH:6][C:5]1=[O:12].CO.C(N(CC)C(C)C)(C)C.[CH2:24]([C:31]1[S:35][C:34]([C:36]2[CH:41]=[CH:40][N:39]=[C:38](Cl)[N:37]=2)=[CH:33][CH:32]=1)[C:25]1[CH:30]=[CH:29][CH:28]=[CH:27][CH:26]=1>CC(O)C>[CH2:24]([C:31]1[S:35][C:34]([C:36]2[CH:41]=[CH:40][N:39]=[C:38]([NH:1][CH2:2][CH2:3][N:4]3[C:8]([CH3:9])([CH3:10])[C:7](=[O:11])[NH:6][C:5]3=[O:12])[N:37]=2)=[CH:33][CH:32]=1)[C:25]1[CH:26]=[CH:27][CH:28]=[CH:29][CH:30]=1. Procedure details: A 10% (w/v) solution of 1-(2-aminoethyl)-5,5-dimethylimidazolidine-2,4-dione in MeOH (0.93 mL, 0.54 mmol) was added to a 5 mL microwave vessel. The MeOH was evaporated with a stream of N2 to leave an oily solid which was dissolved in 94 μl (0.54 mmol) of N,N-diisopropylethylamine and 2 mL of iPrOH, to which was added 0.15 g (0.54 mmol) of 4-(5-benzylthiophen-2-yl)-2-chloropyrimidine. The reaction solution was heated in a microwave to 170° C. for 20 min and then allowed to stand at rt for 2 h to ...